Dataset: the Open Reaction Database (ORD), a public repository of structured organic reaction records. Task: describe an organic reaction: reactants, conditions, products, and yield The reactants are CCO, Cc1ccccc1, COC(=O)N(Cc1cc(C(F)(F)F)cc(C(F)(F)F)c1)Cc1cc(C(F)(F)F)ccc1I, [Na+], [Na+], O=C([O-])[O-], OB(O)c1cncc2ccccc12. Yields the product COC(=O)N(Cc1cc(C(F)(F)F)cc(C(F)(F)F)c1)Cc1cc(C(F)(F)F)ccc1-c1cncc2ccccc12. Reaction SMILES: [CH3:33][CH2:34][OH:35].[CH3:55][c:56]1[cH:57][cH:58][cH:59][cH:60][cH:61]1.[F:1][C:2]([c:3]1[cH:4][c:5]([CH2:6][N:7]([C:8]([O:9][CH3:10])=[O:11])[CH2:12][c:13]2[c:14]([I:23])[cH:15][cH:16][c:17]([C:19]([F:20])([F:21])[F:22])[cH:18]2)[cH:24][c:25]([C:27]([F:28])([F:29])[F:30])[cH:26]1)([F:31])[F:32].[Na+:49].[Na+:50].[O-:51][C:52](=[O:53])[O-:54].[cH:36]1[n:37][cH:38][c:39]([B:46]([OH:47])[OH:48])[c:40]2[cH:41][cH:42][cH:43][cH:44][c:45]12>>[F:1][C:2]([c:3]1[cH:4][c:5]([CH2:6][N:7]([C:8]([O:9][CH3:10])=[O:11])[CH2:12][c:13]2[c:14](-[c:39]3[cH:38][n:37][cH:36][c:45]4[c:40]3[cH:41][cH:42][cH:43][cH:44]4)[cH:15][cH:16][c:17]([C:19]([F:20])([F:21])[F:22])[cH:18]2)[cH:24][c:25]([C:27]([F:28])([F:29])[F:30])[cH:26]1)([F:31])[F:32].